From a dataset of the Open Reaction Database (ORD), a public repository of structured organic reaction records. describe an organic reaction: reactants, conditions, products, and yield Reactants: O=C([O-])O, C=O, CC(=O)O, Fc1cccc2[nH]ccc12, CCOC(=O)C1CCNCC1, [Na+], C1COCCO1. The product is CCOC(=O)C1CCN(Cc2c[nH]c3cccc(F)c23)CC1. RXN SMILES: [C:24](=[O:25])([OH:26])[O-:27].[CH2:12]=[O:13].[CH3:35][C:36](=[O:37])[OH:38].[F:14][c:15]1[c:16]2[cH:17][cH:18][nH:19][c:20]2[cH:21][cH:22][cH:23]1.[NH:1]1[CH2:2][CH2:3][CH:4]([C:7](=[O:8])[O:9][CH2:10][CH3:11])[CH2:5][CH2:6]1.[Na+:28].[O:29]1[CH2:30][CH2:31][O:32][CH2:33][CH2:34]1>>[N:1]1([CH2:24][c:17]2[c:16]3[c:15]([F:14])[cH:23][cH:22][cH:21][c:20]3[nH:19][cH:18]2)[CH2:2][CH2:3][CH:4]([C:7](=[O:8])[O:9][CH2:10][CH3:11])[CH2:5][CH2:6]1.